This data is from the Open Reaction Database (ORD), a public repository of structured organic reaction records. The task is: describe an organic reaction: reactants, conditions, products, and yield Starting materials: CC(=O)O[BH-](OC(C)=O)OC(C)=O, CCNc1ccc(OC)nc1COCOC, O=CC1CCCC1, ClCCCl, [Na+], O. Product: CCN(CC1CCCC1)c1ccc(OC)nc1COCOC. Reaction SMILES: [C:24]([O:25][BH-:26]([O:27][C:28](=[O:29])[CH3:30])[O:31][C:32](=[O:33])[CH3:34])(=[O:35])[CH3:36].[CH2:1]([CH3:2])[NH:3][c:4]1[c:5]([CH2:12][O:13][CH2:14][O:15][CH3:16])[n:6][c:7]([O:10][CH3:11])[cH:8][cH:9]1.[CH:17]1([CH:22]=[O:23])[CH2:18][CH2:19][CH2:20][CH2:21]1.[Cl:39][CH2:40][CH2:41][Cl:42].[Na+:37].[OH2:38]>>[CH2:1]([CH3:2])[N:3]([c:4]1[c:5]([CH2:12][O:13][CH2:14][O:15][CH3:16])[n:6][c:7]([O:10][CH3:11])[cH:8][cH:9]1)[CH2:22][CH:17]1[CH2:18][CH2:19][CH2:20][CH2:21]1. The reactants are C(CC(=O)C)(=O)OCC (ethyl acetoacetate), [N+](=O)(O)[O-] (nitric acid). The solvent is C(C)(=O)OC(C)=O (acetic anhydride). Product: [N+](=O)([O-])CC(=O)OCC (ethyl nitroacetate). RXN SMILES: [C:1]([O:7][CH2:8][CH3:9])(=[O:6])[CH2:2]C(C)=O.[N+:10]([O-])([OH:12])=[O:11]>C(OC(=O)C)(=O)C>[N+:10]([CH2:2][C:1]([O:7][CH2:8][CH3:9])=[O:6])([O-:12])=[O:11]. Procedure: Another route was disclosed by early researchers Bouveault and Wahl, Bull. Soc. Chim. France, 31, 847-54 (1904), whereby ethyl acetoacetate was reacted with absolute nitric acid in acetic anhydride at 30°-35° C., but low yields of ethyl nitroacetate were reported. This work was later confirmed by Arndt and Rose in J. Chem. Soc. 1935, 1-10. The major product produced using the conditions of Bouveault and Wahl was found to be diethyl2-oxofurazan dicarboxylate. Solvent: C1(=CC=CC=C1)C (toluene). Reactants: CC(C)(C)[O-].[Na+] (NaOt-Bu), C[C@@H]1N(CCC1)[C@@H]1CN(CC1)C=1C=C2CCNCC2=CC1 (6-((2S,3′S)-2-Methyl-[1,3′]bipyrrolidinyl-1′-yl)-1,2,3,4-tetrahydro-isoquinoline), COC=1C=C(C=CC1)N=C=O (3-methoxy phenylisocyanate). Product: COC=1C=C(C=CC1)NC(=O)N1CC2=CC=C(C=C2CC1)N1C[C@H](CC1)N1[C@H](CCC1)C (6-((2S,3′S)-2-Methyl-[1,3′]bipyrrolidinyl-1′-yl)-3,4-dihydro-1H-isoquinoline-2-carboxylic acid (3-methoxy-phenyl)-amide). RXN SMILES: [CH3:1][C@H:2]1[CH2:6][CH2:5][CH2:4][N:3]1[C@H:7]1[CH2:11][CH2:10][N:9]([C:12]2[CH:13]=[C:14]3[C:19](=[CH:20][CH:21]=2)[CH2:18][NH:17][CH2:16][CH2:15]3)[CH2:8]1.CC([O-])(C)C.[Na+].[CH3:28][O:29][C:30]1[CH:31]=[C:32]([N:36]=[C:37]=[O:38])[CH:33]=[CH:34][CH:35]=1>C1(C)C=CC=CC=1>[CH3:28][O:29][C:30]1[CH:31]=[C:32]([NH:36][C:37]([N:17]2[CH2:16][CH2:15][C:14]3[C:19](=[CH:20][CH:21]=[C:12]([N:9]4[CH2:10][CH2:11][C@H:7]([N:3]5[CH2:4][CH2:5][CH2:6][C@@H:2]5[CH3:1])[CH2:8]4)[CH:13]=3)[CH2:18]2)=[O:38])[CH:33]=[CH:34][CH:35]=1 |f:1.2|. Conditions: temperature 35 celsius, time 12 hour. Procedure details: 6-((2S,3′S)-2-Methyl-[1,3′]bipyrrolidinyl-1′-yl)-1,2,3,4-tetrahydro-isoquinoline (100 mg, 0.35 mmol, 1 eq) was dissolved in 3.5 mL of toluene and NaOt-Bu (50 mg, 0.51 mmol, 1.45 eq) was added followed by 3-methoxy phenylisocyanate (50 μL, 0.39 mmol, 1.1 eq). The reaction mixture was stirred at 35° C. for 12 h, where five grams of Celite was added, the mixture was concentrated under vacuum and purified by column chromatography on silica gel (5% MeOH in CH2Cl2; 40 g column; 35 mL/min). This gave 2... Reactants: C[N+]1([O-])CCOCC1, CC#N, CCOC(C)=O, OCc1c[nH]c(-c2ccccn2)c1. Product: O=Cc1c[nH]c(-c2ccccn2)c1. Reaction SMILES: [CH3:14][N+:15]1([O-:21])[CH2:16][CH2:17][O:18][CH2:19][CH2:20]1.[CH3:22][C:23]#[N:24].[CH3:25][CH2:26][O:27][C:28](=[O:29])[CH3:30].[n:1]1[c:2](-[c:7]2[cH:8][c:9]([CH2:12][OH:13])[cH:10][nH:11]2)[cH:3][cH:4][cH:5][cH:6]1>>[n:1]1[c:2](-[c:7]2[cH:8][c:9]([CH:12]=[O:13])[cH:10][nH:11]2)[cH:3][cH:4][cH:5][cH:6]1. The reactants are E1, FC=1C=C(C=CC1OC=1C=NC(=CC1)C(F)(F)F)CO ((3-fluoro-4-((6-(trifluoromethyl)pyridin-3-yl)oxy)phenyl)methanol), ClC=1C=C2N(C(N1)=O)CC(N2C)(C)C (7-chloro-1,2,2-trimethyl-2,3-dihydroimidazo[1,2-c]pyrimidin-5(1H)-one). Yields the product FC=1C=C(COC=2C=C3N(C(N2)=O)CC(N3C)(C)C)C=CC1OC=1C=NC(=CC1)C(F)(F)F (7-((3-fluoro-4-((6-(trifluoromethyl)pyridin-3-yl)oxy)benzyl)oxy)-1,2,2-trimethyl-2,3-dihydroimidazo[1,2-c]pyrimidin-5(1H)-one). Reaction SMILES: [F:1][C:2]1[CH:3]=[C:4]([CH2:19][OH:20])[CH:5]=[CH:6][C:7]=1[O:8][C:9]1[CH:10]=[N:11][C:12]([C:15]([F:18])([F:17])[F:16])=[CH:13][CH:14]=1.Cl[C:22]1[CH:23]=[C:24]2[N:31]([CH3:32])[C:30]([CH3:34])([CH3:33])[CH2:29][N:25]2[C:26](=[O:28])[N:27]=1>>[F:1][C:2]1[CH:3]=[C:4]([CH:5]=[CH:6][C:7]=1[O:8][C:9]1[CH:10]=[N:11][C:12]([C:15]([F:16])([F:17])[F:18])=[CH:13][CH:14]=1)[CH2:19][O:20][C:22]1[CH:23]=[C:24]2[N:31]([CH3:32])[C:30]([CH3:34])([CH3:33])[CH2:29][N:25]2[C:26](=[O:28])[N:27]=1. Procedure: The title compound was prepared by a procedure similar to that described for E1 starting from (3-fluoro-4-((6-(trifluoromethyl)pyridin-3-yl)oxy)phenyl)methanol and 7-chloro-1,2,2-trimethyl-2,3-dihydroimidazo[1,2-c]pyrimidin-5(1H)-one. Starting materials: CC1=NC2=CC=CC(=C2C=C1)C#C[Si](C)(C)C (2-methyl-5-trimethylsilanylethynyl-quinoline), C(=O)([O-])[O-].[K+].[K+] (K2CO3). The solvent is CO (MeOH). Run at time 8 hour. Yields the product C(#C)C1=C2C=CC(=NC2=CC=C1)C (5-ethynyl-2-methyl-quinoline). Yield: 98.7%. Reaction SMILES: [CH3:1][C:2]1[CH:11]=[CH:10][C:9]2[C:4](=[CH:5][CH:6]=[CH:7][C:8]=2[C:12]#[C:13][Si](C)(C)C)[N:3]=1.C([O-])([O-])=O.[K+].[K+]>CO>[C:12]([C:8]1[CH:7]=[CH:6][CH:5]=[C:4]2[C:9]=1[CH:10]=[CH:11][C:2]([CH3:1])=[N:3]2)#[CH:13] |f:1.2.3|. Procedure details: To a solution of 2-methyl-5-trimethylsilanylethynyl-quinoline (140 mg, 0.6 mmol, 1.0 eq) in solution in MeOH (5 mL) was added K2CO3 (324 mg, 2.34 mmol, 4 eq), and the resulting mixture was stirred overnight at room temperature. The solvent was then removed under reduced pressure and water was then added. The aqueous layer was extracted twice with cyclohexane, and then the combined organic layers were washed with brine and dried over MgSO4. After filtration and concentration under reduced pressur... Reactants: CCCC(C)O, CCCC1Cc2ccccc2N1C(=O)c1cc(Cl)ncn1, Cl, Nc1ccc2c(c1)CC1(C2)C(=O)Nc2ncccc21. Product: CCCC1Cc2ccccc2N1C(=O)c1cc(Nc2ccc3c(c2)CC2(C3)C(=O)Nc3ncccc32)ncn1. As a reaction SMILES: [CH3:42][CH:43]([OH:44])[CH2:45][CH2:46][CH3:47].[Cl:2][c:3]1[cH:4][c:5]([C:9](=[O:10])[N:11]2[CH:12]([CH2:20][CH2:21][CH3:22])[CH2:13][c:14]3[cH:15][cH:16][cH:17][cH:18][c:19]32)[n:6][cH:7][n:8]1.[ClH:1].[NH2:23][c:24]1[cH:25][c:26]2[c:30]([cH:31][cH:32]1)[CH2:29][C:28]1([CH2:27]2)[C:33](=[O:41])[NH:34][c:35]2[n:36][cH:37][cH:38][cH:39][c:40]21>>[c:3]1([NH:23][c:24]2[cH:25][c:26]3[c:30]([cH:31][cH:32]2)[CH2:29][C:28]2([CH2:27]3)[C:33](=[O:41])[NH:34][c:35]3[n:36][cH:37][cH:38][cH:39][c:40]32)[cH:4][c:5]([C:9](=[O:10])[N:11]2[CH:12]([CH2:20][CH2:21][CH3:22])[CH2:13][c:14]3[cH:15][cH:16][cH:17][cH:18][c:19]32)[n:6][cH:7][n:8]1.